This data is from the Open Reaction Database (ORD), a public repository of structured organic reaction records. The task is: describe an organic reaction: reactants, conditions, products, and yield Starting materials: CCO, COC(=O)c1ccc(OC)cc1F, NN, O. Yields the product COc1ccc(C(=O)NN)c(F)c1. As a reaction SMILES: [CH3:17][CH2:18][OH:19].[CH3:1][O:2][C:3]([c:4]1[c:5]([F:12])[cH:6][c:7]([O:10][CH3:11])[cH:8][cH:9]1)=[O:13].[NH2:15][NH2:16].[OH2:14]>>[O:2]=[C:3]([c:4]1[c:5]([F:12])[cH:6][c:7]([O:10][CH3:11])[cH:8][cH:9]1)[NH:15][NH2:16]. Reactants: Fc1ccc(Br)nc1, O=C([O-])[O-], CC1(C)OB(c2ccc(C(=O)C(F)F)c(F)c2)OC1(C)C, [Na+], [Na+], CN(C)C=O, O. The product is O=C(c1ccc(-c2ccc(F)cn2)cc1F)C(F)F. As a reaction SMILES: [Br:22][c:23]1[n:24][cH:25][c:26]([F:29])[cH:27][cH:28]1.[C:30](=[O:31])([O-:32])[O-:33].[F:1][CH:2]([C:3](=[O:4])[c:5]1[c:6]([F:20])[cH:7][c:8]([B:11]2[O:12][C:13]([CH3:14])([CH3:15])[C:16]([CH3:17])([CH3:18])[O:19]2)[cH:9][cH:10]1)[F:21].[Na+:34].[Na+:35].[O:36]=[CH:37][N:38]([CH3:39])[CH3:40].[OH2:41]>>[F:1][CH:2]([C:3](=[O:4])[c:5]1[c:6]([F:20])[cH:7][c:8](-[c:23]2[n:24][cH:25][c:26]([F:29])[cH:27][cH:28]2)[cH:9][cH:10]1)[F:21]. The product is CCCCNc1nccc(-c2c(-c3ccc(NC4CCCCC4)cc3)nn3c(NCCCC)cccc23)n1. Reactants: CC(=O)O[BH-](OC(C)=O)OC(C)=O, O=C([O-])O, CC(=O)O, ClCCCl, CCCCNc1nccc(-c2c(-c3ccc(N)cc3)nn3c(NCCCC)cccc23)n1, [Na+], [Na+], O=C1CCCCC1. As a reaction SMILES: [C:44]([O:45][BH-:46]([O:47][C:48](=[O:49])[CH3:50])[O:51][C:52](=[O:53])[CH3:54])(=[O:55])[CH3:56].[C:58](=[O:59])([OH:60])[O-:61].[CH3:40][C:41](=[O:42])[OH:43].[Cl:63][CH2:64][CH2:65][Cl:66].[NH2:1][c:2]1[cH:3][cH:4][c:5](-[c:8]2[n:9][n:10]3[c:11]([cH:12][cH:13][cH:14][c:15]3[NH:16][CH2:17][CH2:18][CH2:19][CH3:20])[c:21]2-[c:22]2[n:23][c:24]([NH:28][CH2:29][CH2:30][CH2:31][CH3:32])[n:25][cH:26][cH:27]2)[cH:6][cH:7]1.[Na+:57].[Na+:62].[O:33]=[C:34]1[CH2:35][CH2:36][CH2:37][CH2:38][CH2:39]1>>[NH:1]([c:2]1[cH:3][cH:4][c:5](-[c:8]2[n:9][n:10]3[c:11]([cH:12][cH:13][cH:14][c:15]3[NH:16][CH2:17][CH2:18][CH2:19][CH3:20])[c:21]2-[c:22]2[n:23][c:24]([NH:28][CH2:29][CH2:30][CH2:31][CH3:32])[n:25][cH:26][cH:27]2)[cH:6][cH:7]1)[CH:34]1[CH2:35][CH2:36][CH2:37][CH2:38][CH2:39]1. The reactants are O=CO, C=CC(C)(C)C(=CCl)Oc1ccccc1, ClCCl, Cl. Product: C=CC(C)(C)C(=O)CCl. RXN SMILES: [CH:16]([OH:17])=[O:18].[Cl:1][CH:2]=[C:3]([C:4]([CH:5]=[CH2:6])([CH3:7])[CH3:8])[O:9][c:10]1[cH:11][cH:12][cH:13][cH:14][cH:15]1.[Cl:20][CH2:21][Cl:22].[ClH:19]>>[Cl:1][CH2:2][C:3]([C:4]([CH:5]=[CH2:6])([CH3:7])[CH3:8])=[O:9].